This data is from the Open Reaction Database (ORD), a public repository of structured organic reaction records. The task is: describe an organic reaction: reactants, conditions, products, and yield The solvent is ClCCl (dichloromethane), ClCCl (dichloromethane). Isolated yield 82.0%. Procedure: To a 500-mL sidearm flask equipped with a vented addition funnel, overhead stirrer, thermometer, and nitrogen bubbler connected to a caustic scrubber was charged 26.8 g (0.098 mol, assay=98%) 4-[(difluoromethyl)sulfonyl]-1,1'-biphenyl, of 13.4 g (0.20 mol) of chloroacetyl chloride, and 150 mL of dichloromethane. Granular anhydrous aluminum chloride (28.0 g, 0.210 mol) was added in portions over 20 minutes, and the mixture was allowed to stir at 25-30° C. for 8-18 h. The violet solution was poure... Run at temperature 27.5 celsius, time 13 hour. Starting materials: ice, FC(S(=O)(=O)C1=CC=C(C=C1)C1=CC=CC=C1)F (4-[(difluoromethyl)sulfonyl]-1,1'-biphenyl), ClCC(=O)Cl (chloroacetyl chloride), [Cl-].[Al+3].[Cl-].[Cl-] (aluminum chloride). Product: ClCC(=O)C1=CC=C(C=C1)C1=CC=C(C=C1)S(=O)(=O)C(F)F (2-chloro-1-[4'-[(difluoromethyl)sulfonyl][1,1'-biphenyl]-4-yl]ethanone). Reaction SMILES: [F:1][CH:2]([F:18])[S:3]([C:6]1[CH:11]=[CH:10][C:9]([C:12]2[CH:17]=[CH:16][CH:15]=[CH:14][CH:13]=2)=[CH:8][CH:7]=1)(=[O:5])=[O:4].[Cl:19][CH2:20][C:21](Cl)=[O:22].[Cl-].[Al+3].[Cl-].[Cl-]>ClCCl>[Cl:19][CH2:20][C:21]([C:15]1[CH:16]=[CH:17][C:12]([C:9]2[CH:8]=[CH:7][C:6]([S:3]([CH:2]([F:1])[F:18])(=[O:5])=[O:4])=[CH:11][CH:10]=2)=[CH:13][CH:14]=1)=[O:22] |f:2.3.4.5|. The reactants are [Si](C)(C)(C(C)(C)C)OC=1C=C(C=CC1)S(=O)(=O)C1=CC2=C(OC([C@@]3([C@H]2O3)C)(C)C)C=C1 ((3S,4S)-6-(3-tert-Butyldimethylsilyloxyphenyl)sulphonyl-3,4-dihydro-3,4-epoxy-2,2,3-trimethyl-2H-benzo[b]pyran), CN1N=C(C=CC1=O)O (2,3-dihydro-2-methyl-3-oxo-6-hydroxypyridazine), N1=CC=CC=C1 (pyridine). The solvent is C(C)O (ethanol), CO.ClCCl (methanol dichloromethane). The product is CN1N=C(C=CC1=O)O[C@@H]1C2=C(OC([C@@]1(C)O)(C)C)C=CC(=C2)S(=O)(=O)C2=CC(=CC=C2)O ((3S ,4R)-3,4-dihydro-4-(2,3-dihydro-2-methyl-3-oxo-pyridazin-6-yl)oxy-3-hydroxy-6-(3-hydroxyphenyl)sulphonyl-2,2,3-trimethyl-2H-benzo[b]pyran). Isolated yield 48.7%. Reaction SMILES: [Si]([O:8][C:9]1[CH:10]=[C:11]([S:15]([C:18]2[CH:31]=[CH:30][C:21]3[O:22][C:23]([CH3:29])([CH3:28])[C@@:24]4([CH3:27])[O:26][C@H:25]4[C:20]=3[CH:19]=2)(=[O:17])=[O:16])[CH:12]=[CH:13][CH:14]=1)(C(C)(C)C)(C)C.[CH3:32][N:33]1[C:38](=[O:39])[CH:37]=[CH:36][C:35]([OH:40])=[N:34]1.N1C=CC=CC=1>C(O)C.CO.ClCCl>[CH3:32][N:33]1[C:38](=[O:39])[CH:37]=[CH:36][C:35]([O:40][C@H:25]2[C@@:24]([OH:26])([CH3:27])[C:23]([CH3:29])([CH3:28])[O:22][C:21]3[CH:30]=[CH:31][C:18]([S:15]([C:11]4[CH:12]=[CH:13][CH:14]=[C:9]([OH:8])[CH:10]=4)(=[O:17])=[O:16])=[CH:19][C:20]2=3)=[N:34]1 |f:4.5|. Reported procedure: (3S,4S)-6-(3-tert-Butyldimethylsilyloxyphenyl)sulphonyl-3,4-dihydro-3,4-epoxy-2,2,3-trimethyl-2H-benzo[b]pyran (2.0 g) (see Preparation 15) and 2,3-dihydro-2-methyl-3-oxo-6-hydroxypyridazine (1.5 g) (see J.Org.Chem, 1971, 36, 3372) were suspended in ethanol (30 ml), pyridine (0.31 g) was added and the mixture was heated under reflux (a calcium chloride drying tube was attached to the flask) for 100 hours. After cooling the reaction was filtered and the filtrate was evaporated to yield a solid wh... Starting materials: OC1=NC=NC2=CC(=C(C=C12)OCCCS(=O)(=O)C)OC (4-hydroxy-7-methoxy-6-(3-(methylsulfonyl)propoxy)quinazoline), O=P(Cl)(Cl)Cl (POCl3). Yields the product ClC1=NC=NC2=CC(=C(C=C12)OCCCS(=O)(=O)C)OC (4-chloro-7-methoxy-6-(3-(methylsulfonyl)propoxy)quinazoline). Isolated yield 65.0%. RXN SMILES: O[C:2]1[C:11]2[C:6](=[CH:7][C:8]([O:20][CH3:21])=[C:9]([O:12][CH2:13][CH2:14][CH2:15][S:16]([CH3:19])(=[O:18])=[O:17])[CH:10]=2)[N:5]=[CH:4][N:3]=1.O=P(Cl)(Cl)[Cl:24]>>[Cl:24][C:2]1[C:11]2[C:6](=[CH:7][C:8]([O:20][CH3:21])=[C:9]([O:12][CH2:13][CH2:14][CH2:15][S:16]([CH3:19])(=[O:18])=[O:17])[CH:10]=2)[N:5]=[CH:4][N:3]=1. Reported procedure: The intermediate 4-hydroxy-7-methoxy-6-(3-(methylsulfonyl)propoxy)quinazoline (700 mg, 2.24 mmol) from the previous step was reacted with POCl3 in the manner described in Example 4A Step 2 to give 4-chloro-7-methoxy-6-(3-(methylsulfonyl)propoxy)quinazoline (480 mg, 1.45 mmol, 65%). LC-MS (ESI) m/z 331 (M+H)+.